This data is from the Open Reaction Database (ORD), a public repository of structured organic reaction records. The task is: describe an organic reaction: reactants, conditions, products, and yield Reactants: S(=O)(=O)(C)Cl (Mesyl chloride), C(COCCOCCOCCOCCOCCO)O (hexaethylene glycol), Ag2O. The solvent is C(Cl)Cl (DCM). Reaction conditions: temperature 20 celsius, time 3 day. The product is CS(=O)(=O)OCCOCCOCCOCCOCCOCCO (17-hydroxy-3,6,9,12,15-pentaoxaheptadec-1-yl methanesulfonate). Isolated yield 50.9%. RXN SMILES: [S:1](Cl)([CH3:4])(=[O:3])=[O:2].[CH2:6]([OH:24])[CH2:7][O:8][CH2:9][CH2:10][O:11][CH2:12][CH2:13][O:14][CH2:15][CH2:16][O:17][CH2:18][CH2:19][O:20][CH2:21][CH2:22][OH:23]>C(Cl)Cl>[CH3:4][S:1]([O:23][CH2:22][CH2:21][O:20][CH2:19][CH2:18][O:17][CH2:16][CH2:15][O:14][CH2:13][CH2:12][O:11][CH2:10][CH2:9][O:8][CH2:7][CH2:6][OH:24])(=[O:3])=[O:2]. Procedure details: Mesyl chloride (1.78 mL, 23.0 mmol) was added dropwise to a stirred suspension of hexaethylene glycol (5.42 g, 19.2 mmol) and Ag2O (4.67 g, 20.2 mmol) in dry DCM (50 mL) at 20° C. and the mixture was stirred at 20° C. for 3 days. The mixture was filtered through Celite® and the solvent evaporated. The residue was purified by column chromatography, eluting with a gradient (0-10%) of MeOH/EtOAc, to give 17-hydroxy-3,6,9,12,15-pentaoxaheptadec-1-yl methanesulfonate (3.52 g, 51%) as a colourless oil... Reactants: COC=1C=C(C=CC1OC)CCN (3,4-dimethoxyphenylethylamine), C(C1=CC=CC=C1)OCC(=O)Cl (benzyloxy acetyl chloride). Yields the product COC=1C=C(C=CC1OC)CCNC(COCC1=CC=CC=C1)=O (N-[2-(3,4-Dimethoxy-phenyl)-ethyl]-benzyloxy-acetamide). RXN SMILES: [CH3:1][O:2][C:3]1[CH:4]=[C:5]([CH2:11][CH2:12][NH2:13])[CH:6]=[CH:7][C:8]=1[O:9][CH3:10].[CH2:14]([O:21][CH2:22][C:23](Cl)=[O:24])[C:15]1[CH:20]=[CH:19][CH:18]=[CH:17][CH:16]=1>>[CH3:1][O:2][C:3]1[CH:4]=[C:5]([CH2:11][CH2:12][NH:13][C:23](=[O:24])[CH2:22][O:21][CH2:14][C:15]2[CH:20]=[CH:19][CH:18]=[CH:17][CH:16]=2)[CH:6]=[CH:7][C:8]=1[O:9][CH3:10]. Procedure: prepared by reaction of 3,4-dimethoxyphenylethylamine with benzyloxy acetyl chloride. The reactants are BrC(Br)(Br)Br, CC(C)c1nnn(-c2c(Cl)cccc2Cl)c1CO, ClCCl, c1ccc(P(c2ccccc2)c2ccccc2)cc1. Yields the product CC(C)c1nnn(-c2c(Cl)cccc2Cl)c1CBr. RXN SMILES: [Br:19][C:20]([Br:21])([Br:22])[Br:23].[Cl:1][c:2]1[c:3](-[n:9]2[n:10][n:11][c:12]([CH:16]([CH3:17])[CH3:18])[c:13]2[CH2:14][OH:15])[c:4]([Cl:8])[cH:5][cH:6][cH:7]1.[Cl:43][CH2:44][Cl:45].[c:24]1([P:25]([c:26]2[cH:27][cH:28][cH:29][cH:30][cH:31]2)[c:32]2[cH:33][cH:34][cH:35][cH:36][cH:37]2)[cH:38][cH:39][cH:40][cH:41][cH:42]1>>[Cl:1][c:2]1[c:3](-[n:9]2[n:10][n:11][c:12]([CH:16]([CH3:17])[CH3:18])[c:13]2[CH2:14][Br:19])[c:4]([Cl:8])[cH:5][cH:6][cH:7]1. Reactants: BrC1=NC2=CC=CC=C2C=C1 (2-Bromoquinoline), COC=1C=C(C=CC1)B(O)O (3-methoxyphenyl boronic acid), C(=O)([O-])[O-].[K+].[K+] (K2CO3), BrC1=NC2=CC=CC=C2C=C1 (2-bromoquinoline). Reagents/catalysts: C=1C=CC(=CC1)[P](C=2C=CC=CC2)(C=3C=CC=CC3)[Pd]([P](C=4C=CC=CC4)(C=5C=CC=CC5)C=6C=CC=CC6)([P](C=7C=CC=CC7)(C=8C=CC=CC8)C=9C=CC=CC9)[P](C=1C=CC=CC1)(C=1C=CC=CC1)C=1C=CC=CC1 (Pd(PPh3)4). Procedure: 2-Bromoquinoline (3.19 g, 15.3 mmol, 1.0 eq), 3-methoxyphenyl boronic acid (2.79 g, 18.4 mmol, 1.2 eq) and K2CO3 (4.65 g, 33.7 mmol, 2.2 eq) were added to a dry 100 mL three-necked flask equipped with a magnetic stir bar and a condenser. Then the flask was evacuated and back-filled with nitrogen. The evacuation and back-fill procedure was repeated twice. Then solvent DME (38 mL), EtOH (12 mL) and H2O (17 mL) were added under nitrogen. The mixture was bubbled with nitrogen for 20 minutes and then... Run at temperature 92.5 celsius. The yield is 208.9%. RXN SMILES: Br[C:2]1[CH:11]=[CH:10][C:9]2[C:4](=[CH:5][CH:6]=[CH:7][CH:8]=2)[N:3]=1.[CH3:12][O:13][C:14]1[CH:15]=[C:16](B(O)O)[CH:17]=[CH:18][CH:19]=1.C([O-])([O-])=O.[K+].[K+]>C1C=CC([P]([Pd]([P](C2C=CC=CC=2)(C2C=CC=CC=2)C2C=CC=CC=2)([P](C2C=CC=CC=2)(C2C=CC=CC=2)C2C=CC=CC=2)[P](C2C=CC=CC=2)(C2C=CC=CC=2)C2C=CC=CC=2)(C2C=CC=CC=2)C2C=CC=CC=2)=CC=1>[N:3]1[C:4]2[C:9](=[CH:8][CH:7]=[CH:6][CH:5]=2)[CH:10]=[CH:11][C:2]=1[C:18]1[CH:19]=[C:14]([OH:13])[CH:15]=[CH:16][CH:17]=1.[CH3:12][O:13][C:14]1[CH:19]=[C:18]([C:2]2[CH:11]=[CH:10][C:9]3[C:4](=[CH:5][CH:6]=[CH:7][CH:8]=3)[N:3]=2)[CH:17]=[CH:16][CH:15]=1 |f:2.3.4,^1:32,34,53,72|. Yields the product N1=C(C=CC2=CC=CC=C12)C=1C=C(C=CC1)O (3-(quinolin-2-yl)phenol), COC=1C=C(C=CC1)C1=NC2=CC=CC=C2C=C1 (2-(3-methoxyphenyl)quinoline). The product is NC=1C=C(C=CC1)NC(C(CCCOC1=C(C=CC(=C1)C)C)(C)C)=O (N-(3-aminophenyl)-5-(2,5-dimethylphenoxy)-2,2-dimethylpentanamide). As a reaction SMILES: [CH3:1][C:2]1[CH:26]=[CH:25][C:24]([CH3:27])=[CH:23][C:3]=1[O:4][CH2:5][CH2:6][CH2:7][C:8]([CH3:22])([CH3:21])[C:9]([NH:11][C:12]1[CH:17]=[CH:16][CH:15]=[C:14]([N+:18]([O-])=O)[CH:13]=1)=[O:10].[H][H]>CO.[Ni]>[NH2:18][C:14]1[CH:13]=[C:12]([NH:11][C:9](=[O:10])[C:8]([CH3:21])([CH3:22])[CH2:7][CH2:6][CH2:5][O:4][C:3]2[CH:23]=[C:24]([CH3:27])[CH:25]=[CH:26][C:2]=2[CH3:1])[CH:17]=[CH:16][CH:15]=1. Procedure: 5-(2,5-Dimethylphenoxy)-2,2-dimethyl-N-(3-nitrophenyl)pentanamide (Example 1i), 22.39 g (0.0604 mol), is dissolved in 400 ml of methanol, 1.5 g of Raney nickel is added and the mixture is exposed to hydrogen gas until the required amount of hydrogen is absorbed. The methanol solution is filtered and concentrated in vacuo and the residue solidifes to afford 19.8 g of N-(3-aminophenyl)-5-(2,5-dimethylphenoxy)-2,2-dimethylpentanamide after recrystallization from isopropyl ether; mp 93°-94° C. Reagents/catalysts: [Ni] (Raney nickel). Reactants: [H][H] (hydrogen), CC1=C(OCCCC(C(=O)NC2=CC(=CC=C2)[N+](=O)[O-])(C)C)C=C(C=C1)C (5-(2,5-dimethylphenoxy)2,2-dimethyl-N-(3-nitrophenyl)pentanamide), [H][H] (hydrogen). The solvent is CO (methanol). Reactants: O1C(OCC1)C=1C=C(C=CC1)NC(C)=O (N-[3-(1,3-dioxolan-2-yl)phenyl]acetamide), C1(=CC=C(C=C1)S(=O)(=O)O)C (p-toluenesulfonic acid). The solvent is CC(=O)C (acetone). Yields the product C(=O)C=1C=C(C=CC1)NC(C)=O (N-(3-formylphenyl)acetamide). Yield: 100.6%. RXN SMILES: [O:1]1CCO[CH:2]1[C:6]1[CH:7]=[C:8]([NH:12][C:13](=[O:15])[CH3:14])[CH:9]=[CH:10][CH:11]=1.C1(C)C=CC(S(O)(=O)=O)=CC=1>CC(C)=O>[CH:2]([C:6]1[CH:7]=[C:8]([NH:12][C:13](=[O:15])[CH3:14])[CH:9]=[CH:10][CH:11]=1)=[O:1]. Procedure details: A solution of N-[3-(1,3-dioxolan-2-yl)phenyl]acetamide (50.0 g, 0.24 mole) and p-toluenesulfonic acid (1.0 g) in acetone (750 mL) was stirred at room temperature for 72 hours. The solution was filtered through a pad of neutral alumina and concentrated in vacuo to afford N-(3-formylphenyl)acetamide (39.4 g, 100%), mp 68°-70° C., used without further purification below. Starting materials: NCC1(OCCC1)COC(NCCCCCCCCCCCCCCCCCC)=O (2-Aminomethyl-2-octadecylcarbamoyloxymethyltetrahydrofuran), ClCCCS(=O)(=O)NCC(CSCCCCCCCCCCCCCCCC)OC (3-(3-chloropropylsulfonylamino)-1-hexadecylthio-2-methoxypropane). The product is ClCCCS(=O)(=O)NCC1(OCCC1)COC(NCCCCCCCCCCCCCCCCCC)=O (2-(3-chloropropylsulfonylaminomethyl)-2-octadecylcarbamoyloxymethyltetrahydrofuran). Reaction SMILES: [NH2:1][CH2:2][C:3]1([CH2:8][O:9][C:10](=[O:30])[NH:11][CH2:12][CH2:13][CH2:14][CH2:15][CH2:16][CH2:17][CH2:18][CH2:19][CH2:20][CH2:21][CH2:22][CH2:23][CH2:24][CH2:25][CH2:26][CH2:27][CH2:28][CH3:29])[CH2:7][CH2:6][CH2:5][O:4]1.[Cl:31][CH2:32][CH2:33][CH2:34][S:35](NCC(OC)CSCCCCCCCCCCCCCCCC)(=[O:37])=[O:36]>>[Cl:31][CH2:32][CH2:33][CH2:34][S:35]([NH:1][CH2:2][C:3]1([CH2:8][O:9][C:10](=[O:30])[NH:11][CH2:12][CH2:13][CH2:14][CH2:15][CH2:16][CH2:17][CH2:18][CH2:19][CH2:20][CH2:21][CH2:22][CH2:23][CH2:24][CH2:25][CH2:26][CH2:27][CH2:28][CH3:29])[CH2:7][CH2:6][CH2:5][O:4]1)(=[O:37])=[O:36]. Reported procedure: 2-Aminomethyl-2-octadecylcarbamoyloxymethyltetrahydrofuran IVb2 is allowed to react and worked by the same procedure as described in (4). The summary of the experimental condition and the physical data of the prodcut are listed in the Table 7. Starting materials: C(C=C)N(C(C(F)(F)F)=O)CCC1=C(C=CC(=C1)OC)I (N-allyl,N-trifluoroacetyl-2-iodo-5-methoxyphenethylamine), CC(=O)[O-].[K+] (KOAc), C1=CC=C(C=C1)P(C2=CC=CC=C2)C3=CC=CC=C3 (PPh3). The reagents and catalysts are [N+](CCCC)(CCCC)(CCCC)CCCC.[Br-] (n-Bu4NBr), CC(=O)[O-].CC(=O)[O-].[Pd+2] (Pd(OAc)2). Solvent: CN(C=O)C (dimethylformamide). Conditions: time 8 hour. Yields the product FC(C(=O)N1CCC2=C(C(C1)=C)C=CC(=C2)OC)(F)F (N-Trifluoroacetyl-7-methoxy-1-methylene-2,3,4,5-tetrahydro-1H-3-benzazepine). Yield: 46.3%. As a reaction SMILES: [CH2:1]([N:4]([CH2:11][CH2:12][C:13]1[CH:18]=[C:17]([O:19][CH3:20])[CH:16]=[CH:15][C:14]=1I)[C:5](=[O:10])[C:6]([F:9])([F:8])[F:7])[CH:2]=[CH2:3].CC([O-])=O.[K+].C1C=CC(P(C2C=CC=CC=2)C2C=CC=CC=2)=CC=1>CN(C)C=O.[N+](CCCC)(CCCC)(CCCC)CCCC.[Br-].CC([O-])=O.CC([O-])=O.[Pd+2]>[F:7][C:6]([F:9])([F:8])[C:5]([N:4]1[CH2:1][C:2](=[CH2:3])[C:14]2[CH:15]=[CH:16][C:17]([O:19][CH3:20])=[CH:18][C:13]=2[CH2:12][CH2:11]1)=[O:10] |f:1.2,5.6,7.8.9|. Reported procedure: A solution of N-allyl,N-trifluoroacetyl-2-iodo-5-methoxyphenethylamine (20.5 g, 50 mmol) in dimethylformamide (250 mL) is treated with KOAc (14.6 g, 149 mmol), n-Bu4NBr (16.0 g, 50 mmol), PPh3 (1.3 g, 5.0 mmol), Pd(OAc)2 (0.56 g, 2.5 mmol) and stirred overnight at 90 C. The product mixture was cooled to 20 C, filtered, diluted with water (500 mL) and extracted with ether (3×500 mL). The combined organic phases were washed with water (100 mL), brine (100 mL), dried with Na2SO4 and concentrated. F... Starting materials: CN, CO, O=C1NC(=Cc2ccccc2)C(O)=C1[N+](=O)[O-], C=[N+]=[N-]. Product: CNC1=C([N+](=O)[O-])C(=O)NC1=Cc1ccccc1. As a reaction SMILES: [CH3:21][NH2:22].[CH3:23][OH:24].[CH:4]([c:5]1[cH:6][cH:7][cH:8][cH:9][cH:10]1)=[C:11]1[C:12]([OH:20])=[C:13]([N+:17](=[O:18])[O-:19])[C:14](=[O:16])[NH:15]1.[N+:1](=[N-:2])=[CH2:3]>>[NH:1]([CH3:3])[C:12]1=[C:13]([N+:17](=[O:18])[O-:19])[C:14](=[O:16])[NH:15][C:11]1=[CH:4][c:5]1[cH:6][cH:7][cH:8][cH:9][cH:10]1.